Task: describe an organic reaction: reactants, conditions, products, and yield. Dataset: the Open Reaction Database (ORD), a public repository of structured organic reaction records The reactants are [O-]CC.[Na+] (sodium ethoxide), [Cl-].[NH4+] (ammonium chloride), C(CC(=O)OCC)(=O)OCC (diethyl malonate), CS(=O)(=O)O[C@H](CCC)C ((S)-1-methylbutyl methanesulfonate). Solvent: COCCOC (1,2-dimethoxyethane), C(C)O (ethanol), C(Cl)Cl (methylene chloride). Conditions: temperature 40 celsius, time 30 minute. Yields the product C[C@H](CCC)C(C(=O)OCC)C(=O)OCC (diethyl [(R)-1-methylbutyl]malonate). Reaction SMILES: [O-]CC.[Na+].[C:5]([O:13][CH2:14][CH3:15])(=[O:12])[CH2:6][C:7]([O:9][CH2:10][CH3:11])=[O:8].CS(O[C@@H:21]([CH3:25])[CH2:22][CH2:23][CH3:24])(=O)=O.[Cl-].[NH4+]>COCCOC.C(O)C.C(Cl)Cl>[CH3:25][C@@H:21]([CH:6]([C:7]([O:9][CH2:10][CH3:11])=[O:8])[C:5]([O:13][CH2:14][CH3:15])=[O:12])[CH2:22][CH2:23][CH3:24] |f:0.1,4.5|. Procedure: At room temperature, a three-neck flask with internal thermometer, dropping funnel and stirrer was initially charged under protective nitrogen gas with 41.8 g of sodium ethoxide (95% pure, 0.583 mol) in 250 ml of dry 1,2-dimethoxyethane and 30 ml of dry ethanol. Subsequently, 97.5 g of diethyl malonate (0.609 mol) were added dropwise at from 20 to 40° C., in the course of which a clear solution formed. The clear mixture was stirred at 40° C. for 30 min, and 85.7 g of (S)-1-methylbutyl methanesul... Starting materials: O=C(O)CNC(=O)CNC(=O)OCc1ccccc1, CC(=O)[O-], CC(=O)O, [Na+], [Pt]. The product is CC(=O)OCNC(=O)CNC(=O)OCc1ccccc1. Reaction SMILES: [CH2:1]([c:2]1[cH:3][cH:4][cH:5][cH:6][cH:7]1)[O:8][C:9](=[O:10])[NH:11][CH2:12][C:13](=[O:14])[NH:15][CH2:16][C:17]([OH:18])=[O:19].[CH3:21][C:22]([O-:23])=[O:24].[CH3:25][C:26](=[O:27])[OH:28].[Na+:20].[Pt:29]>>[CH2:1]([c:2]1[cH:3][cH:4][cH:5][cH:6][cH:7]1)[O:8][C:9](=[O:10])[NH:11][CH2:12][C:13](=[O:14])[NH:15][CH2:16][O:24][C:22]([CH3:21])=[O:23]. The reactants are ClC(=O)OC (methyl chloroformate), O (water), OC(C(=O)C1=CC=C(C=C1)CO)(C)C (2-hydroxy-1-(4-hydroxymethyl-phenyl)-2-methyl-propan-1-one), N1=CC=CC=C1 (pyridine). Solvent: O1CCCC1 (tetrahydrofuran), O1CCCC1 (tetrahydrofuran). Conditions: temperature 0 celsius, time 8 hour. Product: COC(OCC1=CC=C(C=C1)C(C(C)(C)O)=O)=O (carbonic acid 4-(2-hydroxy-2-methyl-propionyl)-benzyl ester methyl ester). Yield: 58.8%. RXN SMILES: [OH:1][C:2]([CH3:14])([CH3:13])[C:3]([C:5]1[CH:10]=[CH:9][C:8]([CH2:11][OH:12])=[CH:7][CH:6]=1)=[O:4].N1C=CC=CC=1.Cl[C:22]([O:24][CH3:25])=[O:23].O>O1CCCC1>[CH3:25][O:24][C:22](=[O:23])[O:12][CH2:11][C:8]1[CH:9]=[CH:10][C:5]([C:3](=[O:4])[C:2]([OH:1])([CH3:14])[CH3:13])=[CH:6][CH:7]=1. Procedure details: Under argon gas, 3.0 g (15.5 mmol) of 2-hydroxy-1-(4-hydroxymethyl-phenyl)-2-methyl-propan-1-one and 1.5 g (19 mmol) of pyridine in 50 ml of tetrahydrofuran are introduced into a 100 ml reaction flask. The pale-yellow solution is cooled to 0° C., and 1.6 g (17 mmol) of methyl chloroformate diluted with 5 ml of tetrahydrofuran are added dropwise between 0 and 2° C. over 45 minutes. A whitish-yellow suspension is formed, which is further stirred overnight in an ice bath. After warming up to room t... Starting materials: CCOCc1nc2cnc3cc(Br)cnc3c2n1CCCO, CCOC(C)=O, CC(C)OC(=O)N=NC(=O)OC(C)C, CN(C)C=O, O=C1c2ccccc2C(=O)N1O, c1ccc(P(c2ccccc2)c2ccccc2)cc1. Yields the product CCOCc1nc2cnc3cc(Br)cnc3c2n1CCCON1C(=O)c2ccccc2C1=O. Reaction SMILES: [Br:15][c:16]1[cH:17][n:18][c:19]2[c:20]3[c:21]([cH:22][n:23][c:24]2[cH:25]1)[n:26][c:27]([CH2:33][O:34][CH2:35][CH3:36])[n:28]3[CH2:29][CH2:30][CH2:31][OH:32].[CH3:73][CH2:74][O:75][C:76](=[O:77])[CH3:78].[O:1]=[C:2]([O:3][CH:4]([CH3:5])[CH3:6])[N:7]=[N:8][C:9]([O:10][CH:11]([CH3:12])[CH3:13])=[O:14].[O:68]=[CH:69][N:70]([CH3:71])[CH3:72].[OH:56][N:57]1[C:58](=[O:67])[c:59]2[c:60]([cH:63][cH:64][cH:65][cH:66]2)[C:61]1=[O:62].[c:37]1([P:38]([c:39]2[cH:40][cH:41][cH:42][cH:43][cH:44]2)[c:45]2[cH:46][cH:47][cH:48][cH:49][cH:50]2)[cH:51][cH:52][cH:53][cH:54][cH:55]1>>[Br:15][c:16]1[cH:17][n:18][c:19]2[c:20]3[c:21]([cH:22][n:23][c:24]2[cH:25]1)[n:26][c:27]([CH2:33][O:34][CH2:35][CH3:36])[n:28]3[CH2:29][CH2:30][CH2:31][O:32][N:57]1[C:58](=[O:67])[c:59]2[c:60]([cH:63][cH:64][cH:65][cH:66]2)[C:61]1=[O:62]. Starting materials: COC(=O)c1c(C#N)cc(NC2CCCCC2NC(=O)OC(C)(C)C)nc1Nc1cccc(S(C)(=O)=O)c1, CC(=O)O, Cl. Product: COC(=O)c1c(C#N)cc(NC2CCCCC2N)nc1Nc1cccc(S(C)(=O)=O)c1. Reaction SMILES: [C:1]([O:2][C:3](=[O:4])[NH:8][CH:9]1[CH:10]([NH:15][c:16]2[n:17][c:18]([NH:28][c:29]3[cH:30][c:31]([S:35](=[O:36])(=[O:37])[CH3:38])[cH:32][cH:33][cH:34]3)[c:19]([C:20](=[O:21])[O:22][CH3:23])[c:24]([C:26]#[N:27])[cH:25]2)[CH2:11][CH2:12][CH2:13][CH2:14]1)([CH3:5])([CH3:6])[CH3:7].[C:40]([OH:41])(=[O:42])[CH3:43].[ClH:39]>>[NH2:8][CH:9]1[CH:10]([NH:15][c:16]2[n:17][c:18]([NH:28][c:29]3[cH:30][c:31]([S:35](=[O:36])(=[O:37])[CH3:38])[cH:32][cH:33][cH:34]3)[c:19]([C:20](=[O:21])[O:22][CH3:23])[c:24]([C:26]#[N:27])[cH:25]2)[CH2:11][CH2:12][CH2:13][CH2:14]1. The reactants are O=C1OC(=O)C(c2ccccc2)=C1Br, ClC(Cl)Cl, NNc1ccccc1. The product is O=C1C(Br)=C(c2ccccc2)C(=O)N1Nc1ccccc1. Reaction SMILES: [Br:1][C:2]1=[C:6]([c:7]2[cH:8][cH:9][cH:10][cH:11][cH:12]2)[C:5](=[O:13])[O:4][C:3]1=[O:14].[CH:23]([Cl:24])([Cl:25])[Cl:26].[NH2:15][NH:16][c:17]1[cH:18][cH:19][cH:20][cH:21][cH:22]1>>[Br:1][C:2]1=[C:6]([c:7]2[cH:8][cH:9][cH:10][cH:11][cH:12]2)[C:5](=[O:13])[N:15]([NH:16][c:17]2[cH:18][cH:19][cH:20][cH:21][cH:22]2)[C:3]1=[O:14]. Reactants: Cl.N1C(NCC1)=NC(=O)NC1=C(C=CC=C1)OC (N-(2-Imidazolidinylidene)-N'-(2-methoxyphenyl)urea.hydrochloride), N=C1NCCN1 (2-iminoimidazolidine), COC1=C(C=CC=C1)N=C=O (2-methoxyphenyl isocyanate). The product is N1C(NCC1)=NC(=O)NC1=C(C=CC=C1)OC (N-(2-imidazolidinylidene)-N'-(2-methoxyphenyl)urea). As a reaction SMILES: Cl.[NH:2]1[CH2:6][CH2:5][NH:4][C:3]1=[N:7][C:8]([NH:10][C:11]1[CH:16]=[CH:15][CH:14]=[CH:13][C:12]=1[O:17][CH3:18])=[O:9].N=C1NCCN1.COC1C=CC=CC=1N=C=O>>[NH:2]1[CH2:6][CH2:5][NH:4][C:3]1=[N:7][C:8]([NH:10][C:11]1[CH:16]=[CH:15][CH:14]=[CH:13][C:12]=1[O:17][CH3:18])=[O:9] |f:0.1|. Procedure details: N-(2-Imidazolidinylidene)-N'-(2-methoxyphenyl)urea.hydrochloride, m.p. 197°-199.5° C., by reacting 2-iminoimidazolidine (prepared from 2-iminoimidazolidine hydroiodide and lithium hydride) and 2-methoxyphenyl isocyanate at about 5° to 10° C. to obtain a N-(2-imidazolidinylidene)-N'-(2-methoxyphenyl)urea product, followed by reacting the urea base with methanolic hydrogen chloride and recrystallizing first from methanol/2-propanol, then twice from methanol ether.